Dataset: the Open Reaction Database (ORD), a public repository of structured organic reaction records. Task: describe an organic reaction: reactants, conditions, products, and yield Starting materials: NC=1C(=C(C(=O)O)C=CC1)F (3-amino-2-fluoro-benzoic acid), N1=CC=CC=C1 (pyridine), FC(C1=CC=C(C=C1)S(=O)(=O)Cl)(F)F (4-trifluoromethyl-benzenesulfonyl chloride), O (water). Run in ClCCl (dichloromethane). Conditions: time 8 hour. Product: FC1=C(C(=O)O)C=CC=C1NS(=O)(=O)C1=CC=C(C=C1)C(F)(F)F (2-fluoro-3-(4-trifluoromethyl-benzenesulfonylamino)-benzoic acid). As a reaction SMILES: [NH2:1][C:2]1[C:3]([F:11])=[C:4]([CH:8]=[CH:9][CH:10]=1)[C:5]([OH:7])=[O:6].N1C=CC=CC=1.[F:18][C:19]([F:31])([F:30])[C:20]1[CH:25]=[CH:24][C:23]([S:26](Cl)(=[O:28])=[O:27])=[CH:22][CH:21]=1.O>ClCCl>[F:11][C:3]1[C:2]([NH:1][S:26]([C:23]2[CH:22]=[CH:21][C:20]([C:19]([F:18])([F:30])[F:31])=[CH:25][CH:24]=2)(=[O:28])=[O:27])=[CH:10][CH:9]=[CH:8][C:4]=1[C:5]([OH:7])=[O:6]. Reported procedure: To 3-amino-2-fluoro-benzoic acid (21, 1.70 g, 11 mmol) in 34 mL of dichloromethane, pyridine (2.2 mL, 27 mmol) and 4-trifluoromethyl-benzenesulfonyl chloride (22, 6.7 g, 27 mmol) were added. The reaction was stirred at room temperature overnight, then poured into water, and extracted with ethyl acetate. The organic layer was washed with brine, dried over anhydrous sodium sulfate, filtered and the filtrate concentrated under vacuum to provide the desired compound 23 as a white solid, which was us... Starting materials: COC(=O)c1cc2c(C)onc2c(F)c1Nc1ccccc1Cl, Cl, [Li+], [OH-], O. Yields the product Cc1onc2c(F)c(Nc3ccccc3Cl)c(C(=O)O)cc12. RXN SMILES: [CH3:1][O:2][C:3](=[O:4])[c:5]1[cH:6][c:7]2[c:8]([n:9][o:10][c:11]2[CH3:12])[c:13]([F:23])[c:14]1[NH:15][c:16]1[c:17]([Cl:22])[cH:18][cH:19][cH:20][cH:21]1.[ClH:26].[Li+:25].[OH-:24].[OH2:27]>>[O:2]=[C:3]([OH:4])[c:5]1[cH:6][c:7]2[c:8]([n:9][o:10][c:11]2[CH3:12])[c:13]([F:23])[c:14]1[NH:15][c:16]1[c:17]([Cl:22])[cH:18][cH:19][cH:20][cH:21]1. The reactants are C1CCOC1, CC(=O)Cl, COc1cccc(OC)c1CNC(=N)Nc1nc(C2CCCN2)cs1, CC(=O)O, Cl, c1ccncc1. Yields the product COc1cccc(OC)c1CNC(=N)Nc1nc(C2CCCN2C(C)=O)cs1. As a reaction SMILES: [CH2:41]1[O:42][CH2:43][CH2:44][CH2:45]1.[CH3:27][C:28]([Cl:29])=[O:30].[CH3:2][O:3][c:4]1[c:5]([CH2:6][NH:7][C:8](=[NH:9])[NH:10][c:11]2[s:12][cH:13][c:14]([CH:16]3[NH:17][CH2:18][CH2:19][CH2:20]3)[n:15]2)[c:21]([O:25][CH3:26])[cH:22][cH:23][cH:24]1.[CH3:37][C:38](=[O:39])[OH:40].[ClH:1].[cH:31]1[cH:32][cH:33][n:34][cH:35][cH:36]1>>[CH3:2][O:3][c:4]1[c:5]([CH2:6][NH:7][C:8](=[NH:9])[NH:10][c:11]2[s:12][cH:13][c:14]([CH:16]3[N:17]([C:28]([CH3:27])=[O:30])[CH2:18][CH2:19][CH2:20]3)[n:15]2)[c:21]([O:25][CH3:26])[cH:22][cH:23][cH:24]1. The reactants are BrCCCSCc1ccccc1, O=C([O-])[O-], [K+], [K+], CC(C)(C)OC(=O)N1CCC(c2ccc(O)cc2)C(O)C1. The product is CC(C)(C)OC(=O)N1CCC(c2ccc(OCCCSCc3ccccc3)cc2)C(O)C1. Reaction SMILES: [Br:22][CH2:23][CH2:24][CH2:25][S:26][CH2:27][c:28]1[cH:29][cH:30][cH:31][cH:32][cH:33]1.[C:34](=[O:35])([O-:36])[O-:37].[K+:38].[K+:39].[OH:1][CH:2]1[CH2:3][N:4]([C:15](=[O:16])[O:17][C:18]([CH3:19])([CH3:20])[CH3:21])[CH2:5][CH2:6][CH:7]1[c:8]1[cH:9][cH:10][c:11]([OH:14])[cH:12][cH:13]1>>[OH:1][CH:2]1[CH2:3][N:4]([C:15](=[O:16])[O:17][C:18]([CH3:19])([CH3:20])[CH3:21])[CH2:5][CH2:6][CH:7]1[c:8]1[cH:9][cH:10][c:11]([O:14][CH2:23][CH2:24][CH2:25][S:26][CH2:27][c:28]2[cH:29][cH:30][cH:31][cH:32][cH:33]2)[cH:12][cH:13]1. Starting materials: C(C)(C)(C)OC(=O)N1CCN(CC1)C1=NC=2N(C(N(C(C2N1CC#CC)=O)COC(C(C)(C)C)=O)=O)CCOCC (4-[7-(2-butynyl)-1-(2,2-dimethylpropionyloxymethyl)-3-(2-ethoxyethyl)-2,6-dioxo-2,3,6,7-tetrahydro-1H-purin-8-yl]piperazine-1-carboxylic acid tert-butyl ester), [H-].[Na+] (sodium hydride), Cl (hydrochloric acid). The solvent is O1CCCC1 (tetrahydrofuran), CO (methanol). Reaction conditions: time 1 hour. The product is C(C)(C)(C)OC(=O)N1CCN(CC1)C1=NC=2N(C(NC(C2N1CC#CC)=O)=O)CCOCC (4-[7-(2-butynyl)-3-(2-ethoxyethyl)-2,6-dioxo-2,3,6,7-tetrahydro-1H-purin-8-yl]piperazine-1-carboxylic acid tert-butyl ester). RXN SMILES: [C:1]([O:5][C:6]([N:8]1[CH2:13][CH2:12][N:11]([C:14]2[N:22]([CH2:23][C:24]#[C:25][CH3:26])[C:21]3[C:20](=[O:27])[N:19](COC(=O)C(C)(C)C)[C:18](=[O:36])[N:17]([CH2:37][CH2:38][O:39][CH2:40][CH3:41])[C:16]=3[N:15]=2)[CH2:10][CH2:9]1)=[O:7])([CH3:4])([CH3:3])[CH3:2].[H-].[Na+].Cl>O1CCCC1.CO>[C:1]([O:5][C:6]([N:8]1[CH2:9][CH2:10][N:11]([C:14]2[N:22]([CH2:23][C:24]#[C:25][CH3:26])[C:21]3[C:20](=[O:27])[NH:19][C:18](=[O:36])[N:17]([CH2:37][CH2:38][O:39][CH2:40][CH3:41])[C:16]=3[N:15]=2)[CH2:12][CH2:13]1)=[O:7])([CH3:4])([CH3:3])[CH3:2] |f:1.2|. Procedure details: 4-[7-(2-Butynyl)-1-(2,2-dimethylpropionyloxymethyl)-2,6-dioxo-2,3,6,7-tetrahydro-1H-purin-8-yl]piperazine-1-carboxylic acid tert-butyl ester (50 mg) and potassium carbonate (15 mg) were dissolved in N,N-dimethylformamide (1.2 ml), and 2-bromoethylethyl ether (12 μl) was added to the solution. The mixture was stirred at 60° C. for 2 hours, diluted with ethyl acetate, washed with water, and dried over anhydrous magnesium sulfate. After the organic layer was concentrated by distillation, the residu...